describe an organic reaction: reactants, conditions, products, and yield From a dataset of the Open Reaction Database (ORD), a public repository of structured organic reaction records. Reactants: IC1=C(C=NC=C1)N(C(C1=CC(=CC(=C1)C(F)(F)F)C(F)(F)F)=O)C (N-(4-iodo-pyridin-3-yl)-N-methyl-3,5-bis-trifluoromethyl-benzamide), FC(COC1=NC=CC=C1B(O)O)(F)F (2-(2,2,2-trifluoroethoxy)pyridin-3-ylboronic acid). Run in CCCCCCC.CCOC(=O)C (n-heptane EtOAc). The product is CN(C(C1=CC(=CC(=C1)C(F)(F)F)C(F)(F)F)=O)C=1C=NC=CC1C=1C(=NC=CC1)OCC(F)(F)F (N-Methyl-N-[2-(2,2,2-trifluoro-ethoxy)-[3,4]bipyridinyl-3′-yl]-3,5-bis-trifluoromethyl-benzamide). RXN SMILES: I[C:2]1[CH:7]=[CH:6][N:5]=[CH:4][C:3]=1[N:8]([CH3:25])[C:9](=[O:24])[C:10]1[CH:15]=[C:14]([C:16]([F:19])([F:18])[F:17])[CH:13]=[C:12]([C:20]([F:23])([F:22])[F:21])[CH:11]=1.[F:26][C:27]([F:40])([F:39])[CH2:28][O:29][C:30]1[C:35](B(O)O)=[CH:34][CH:33]=[CH:32][N:31]=1>CCCCCCC.CCOC(C)=O>[CH3:25][N:8]([C:3]1[CH:4]=[N:5][CH:6]=[CH:7][C:2]=1[C:35]1[C:30]([O:29][CH2:28][C:27]([F:39])([F:26])[F:40])=[N:31][CH:32]=[CH:33][CH:34]=1)[C:9](=[O:24])[C:10]1[CH:15]=[C:14]([C:16]([F:19])([F:18])[F:17])[CH:13]=[C:12]([C:20]([F:23])([F:22])[F:21])[CH:11]=1 |f:2.3|. Reported procedure: The title compound was prepared in analogy to example 72, from N-(4-iodo-pyridin-3-yl)-N-methyl-3,5-bis-trifluoromethyl-benzamide (example 98, intermediate a) and 2-(2,2,2-trifluoroethoxy)pyridin-3-ylboronic acid (Combi-Blocks Inc.) and using a gradient of n-heptane:EtOAc (100:0 to 30:70) for the chromatographic purification. Colorless solid (58%). MS (ESI): m/z=524.103 [M+H]+. Run at time 65 hour. The reactants are ClN1C(CCC1=O)=O (N-chlorosuccinimide), NC=1C=CC2=C(C(=NC(C(N2C)=O)C)C2=C(C=CC=C2)Cl)C1 (rac-7-amino-5-(o-chlorophenyl)-1,3-dihydro-1,3-dimethyl-2H-1,4-benzodiazepin-2-one), C(Cl)Cl (methylene chloride), C(Cl)Cl (methylene chloride). Run in C([O-])([O-])=O.[Na+].[Na+] (sodium carbonate). Procedure: 26.8 g (0.2 mol) of N-chlorosuccinimide are added to a solution, stirred at room temperature, of 30 g (0.095 mol) of rac-7-amino-5-(o-chlorophenyl)-1,3-dihydro-1,3-dimethyl-2H-1,4-benzodiazepin-2-one in 500 ml of methylene chloride and the mixture is stirred for 65 hours. The mixture is subsequently diluted with 400 ml of methylene chloride, 500 ml of 2 N sodium carbonate solution are added thereto, the phases are separated and the organic phase is washed with water. After drying and removal of ... As a reaction SMILES: [Cl:1]N1C(=O)CCC1=O.[NH2:9][C:10]1C=[CH:12][C:13]2[N:19]([CH3:20])[C:18](=[O:21])[CH:17]([CH3:22])[N:16]=[C:15]([C:23]3[CH:28]=[CH:27][CH:26]=[CH:25][C:24]=3[Cl:29])[C:14]=2[CH:30]=1.[CH2:31]([Cl:33])Cl>C(=O)([O-])[O-].[Na+].[Na+]>[NH2:9][C:10]1[C:31]([Cl:33])=[CH:12][C:13]2[N:19]([CH3:20])[C:18](=[O:21])[CH:17]([CH3:22])[N:16]=[C:15]([C:23]3[CH:28]=[CH:27][CH:26]=[CH:25][C:24]=3[Cl:29])[C:14]=2[C:30]=1[Cl:1] |f:3.4.5|. Yields the product NC=1C(=CC2=C(C(=NC(C(N2C)=O)C)C2=C(C=CC=C2)Cl)C1Cl)Cl (rac-7-amino-6,8-dichloro-5-(o-chlorophenyl)-1,3-dihydro-1,3-dimethyl-2H-1,4-benzodiazepin-2-one).